This data is from the Open Reaction Database (ORD), a public repository of structured organic reaction records. The task is: describe an organic reaction: reactants, conditions, products, and yield Starting materials: C(C)(=O)OC1=CC=C(C(=O)O)C=C1 (p-acetoxybenzoic acid), P(Cl)(Cl)(Cl)(Cl)Cl (phosphorus pentachloride). The solvent is C1=CC=CC=C1 (benzene). Reaction conditions: temperature 50 celsius, time 3 hour. Yields the product C(C)(=O)OC1=CC=C(C(=O)Cl)C=C1 (p-acetoxybenzoyl chloride). As a reaction SMILES: [C:1]([O:4][C:5]1[CH:13]=[CH:12][C:8]([C:9](O)=[O:10])=[CH:7][CH:6]=1)(=[O:3])[CH3:2].P(Cl)(Cl)(Cl)(Cl)[Cl:15]>C1C=CC=CC=1>[C:1]([O:4][C:5]1[CH:13]=[CH:12][C:8]([C:9]([Cl:15])=[O:10])=[CH:7][CH:6]=1)(=[O:3])[CH3:2]. Procedure: In a 200 ml-reaction vessel, 21.4 g (1.18×10-1M) of p-acetoxybenzoic acid and 80 ml of dry benzene were placed. To the mixture, 25.0 g (1.20×10-1M) of phosphorus pentachloride was added in 10 minutes at room temperature, followed by stirring for 3 hours at 50° C. After cooling, the solvent of the reaction mixture was distilled off to provide oily p-acetoxybenzoyl chloride. Starting materials: NC1=CC=C(C=C1)C=1N=CC(NC1)=O (5-(4-aminophenyl)-2(1H)-pyrazinone), [N+](=O)([O-])C1=CC=C(C(=O)Cl)C=C1 (4-nitrobenzoyl chloride). Solvent: [OH-].[Na+] (sodium hydroxide). Product: [N+](=O)([O-])C1=CC=C(C(=O)NC2=CC=C(C=C2)C=2N=CC(NC2)=O)C=C1 (5-[4-(4-nitrobenzamido)phenyl]-2(1H)-pyrazinone). Yield: 49.1%. As a reaction SMILES: [NH2:1][C:2]1[CH:7]=[CH:6][C:5]([C:8]2[N:9]=[CH:10][C:11](=[O:14])[NH:12][CH:13]=2)=[CH:4][CH:3]=1.[N+:15]([C:18]1[CH:26]=[CH:25][C:21]([C:22](Cl)=[O:23])=[CH:20][CH:19]=1)([O-:17])=[O:16]>[OH-].[Na+]>[N+:15]([C:18]1[CH:19]=[CH:20][C:21]([C:22]([NH:1][C:2]2[CH:3]=[CH:4][C:5]([C:8]3[N:9]=[CH:10][C:11](=[O:14])[NH:12][CH:13]=3)=[CH:6][CH:7]=2)=[O:23])=[CH:25][CH:26]=1)([O-:17])=[O:16] |f:2.3|. Procedure details: A solution of 5-(4-aminophenyl)-2(1H)-pyrazinone (1.7 g) in sodium hydroxide was reacted with 4-nitrobenzoyl chloride (1.8 g) in a manner similar to that described in Example 9 to give 5-[4-(4-nitrobenzamido)phenyl]-2(1H)-pyrazinone (1.5 g, m.p. 298°-300° C.). Reactants: [Br-], CC(C)CC[Mg+], O=C(O)c1ccc(Cl)nc1, O=C(O)c1cccnc1. Product: CC(C)CCc1ccc(C(=O)O)cn1. RXN SMILES: [Br-:11].[CH3:12][CH:13]([CH2:14][CH2:15][Mg+:16])[CH3:17].[Cl:1][c:2]1[n:3][cH:4][c:5]([C:6](=[O:7])[OH:8])[cH:9][cH:10]1.[OH:18][C:19]([c:20]1[cH:21][n:22][cH:23][cH:24][cH:25]1)=[O:26]>>[c:2]1([CH2:15][CH2:14][CH:13]([CH3:12])[CH3:17])[n:3][cH:4][c:5]([C:6](=[O:7])[OH:8])[cH:9][cH:10]1. The reactants are CCOC(=O)c1cc(Oc2ccc(NC(=O)OCc3ccccc3)c(F)c2)ccn1, CCO, Cl, [Li+], [OH-], O. Yields the product O=C(Nc1ccc(Oc2ccnc(C(=O)O)c2)cc1F)OCc1ccccc1. RXN SMILES: [CH2:1]([c:2]1[cH:3][cH:4][cH:5][cH:6][cH:7]1)[O:8][C:9](=[O:10])[NH:11][c:12]1[c:13]([F:30])[cH:14][c:15]([O:16][c:17]2[cH:18][c:19]([C:23](=[O:24])[O:25][CH2:26][CH3:27])[n:20][cH:21][cH:22]2)[cH:28][cH:29]1.[CH3:34][CH2:35][OH:36].[ClH:33].[Li+:31].[OH-:32].[OH2:37]>>[CH2:1]([c:2]1[cH:3][cH:4][cH:5][cH:6][cH:7]1)[O:8][C:9](=[O:10])[NH:11][c:12]1[c:13]([F:30])[cH:14][c:15]([O:16][c:17]2[cH:18][c:19]([C:23](=[O:24])[OH:25])[n:20][cH:21][cH:22]2)[cH:28][cH:29]1. Reactants: CS(=O)(=O)O, CCO, O=C1CC(c2cc(Cl)sc2Cl)Cc2nncc(C(F)(F)F)c21, Cl, N=C(N)NN, c1ccccc1. Yields the product N=C(N)NN=C1CC(c2cc(Cl)sc2Cl)Cc2nncc(C(F)(F)F)c21. RXN SMILES: [CH3:29][S:30](=[O:31])(=[O:32])[OH:33].[CH3:40][CH2:41][OH:42].[Cl:1][c:2]1[s:3][c:4]([Cl:22])[cH:5][c:6]1[CH:7]1[CH2:8][C:9](=[O:21])[c:10]2[c:11]([C:17]([F:18])([F:19])[F:20])[cH:12][n:13][n:14][c:15]2[CH2:16]1.[ClH:23].[NH2:24][NH:25][C:26](=[NH:27])[NH2:28].[cH:34]1[cH:35][cH:36][cH:37][cH:38][cH:39]1>>[Cl:1][c:2]1[s:3][c:4]([Cl:22])[cH:5][c:6]1[CH:7]1[CH2:8][C:9](=[N:24][NH:25][C:26](=[NH:27])[NH2:28])[c:10]2[c:11]([C:17]([F:18])([F:19])[F:20])[cH:12][n:13][n:14][c:15]2[CH2:16]1. The reactants are [N+](=O)([O-])C=1C=C(C(=O)O[C@H](C)[C@@]2(OC2)C2=C(C=C(C=C2)F)F)C=C(C1)[N+](=O)[O-] ([(1R)-1-[(2R)-2-(2,4-Difluorophenyl)-2-oxiranyl]ethyl] 3,5-dinitrobenzoate), Cl (hydrochloric acid). Run in CO (methanol), [OH-].[Na+] (sodium hydroxide). Reaction conditions: time 1 hour. The product is FC1=C(C=CC(=C1)F)[C@]1(OC1)[C@@H](C)O ((1R)-1-[(2R)-2-(2,4-difluorophenyl)-2-oxiranyl]ethanol). The yield is 98.5%. As a reaction SMILES: [N+](C1C=C(C=C([N+]([O-])=O)C=1)C([O:9][C@@H:10]([C@@:12]1([C:15]2[CH:20]=[CH:19][C:18]([F:21])=[CH:17][C:16]=2[F:22])[CH2:14][O:13]1)[CH3:11])=O)([O-])=O.Cl>CO.[OH-].[Na+]>[F:22][C:16]1[CH:17]=[C:18]([F:21])[CH:19]=[CH:20][C:15]=1[C@:12]1([C@H:10]([OH:9])[CH3:11])[CH2:14][O:13]1 |f:3.4|. Procedure details: [(1R)-1-[(2R)-2-(2,4-Difluorophenyl)-2-oxiranyl]ethyl] 3,5-dinitrobenzoate (50 g) was dissolved in methanol (2 lit.), to which 1N-sodium hydroxide (255 ml) was added dropwise at room temperature. The mixture was stirred at room temperature for 1 hour and neutralized by an addition of 1 N-hydrochloric acid (127 ml) thereto. The resultant was concentrated under reduced pressure, to which ethyl acetate (1 lit.) and water (200 ml) were added. The mixture was extracted with ethyl acetate. The organic...